Dataset: the Open Reaction Database (ORD), a public repository of structured organic reaction records. Task: describe an organic reaction: reactants, conditions, products, and yield The reactants are OC=1C(NN=C(C1)CCC1=CC=CC=C1)=O (4-hydroxy-6-(2-phenylethyl)pyridazin-3(2H)-one), C(C1=CC=CC=C1)OC=1N=NC(=CC1OCC1=CC=CC=C1)C#CC1=C(C=CC=C1)Cl (3,4-bis(benzyloxy)-6-((2-chlorophenyl)ethynyl)pyridazine), C(C1=CC=CC=C1)OC=1N=NC(=CC1OCC1=CC=CC=C1)C#CC1=C(C=CC=C1)Cl (3,4-bis(benzyloxy)-6-((2-chlorophenyl)ethynyl)pyridazine). Solvent: C(C)(=O)OCC (ethyl acetate). Product: ClC1=C(C=CC=C1)CCC=1C=C(C(NN1)=O)O (6-[2-(2-Chlorophenyl)ethyl]-4-hydroxypyridazin-3(2H)-one). As a reaction SMILES: OC1C(=O)NN=C(CCC2C=CC=CC=2)C=1.C([O:24][C:25]1[N:26]=[N:27][C:28]([C:39]#[C:40][C:41]2[CH:46]=[CH:45][CH:44]=[CH:43][C:42]=2[Cl:47])=[CH:29][C:30]=1[O:31]CC1C=CC=CC=1)C1C=CC=CC=1>C(OCC)(=O)C>[Cl:47][C:42]1[CH:43]=[CH:44][CH:45]=[CH:46][C:41]=1[CH2:40][CH2:39][C:28]1[CH:29]=[C:30]([OH:31])[C:25](=[O:24])[NH:26][N:27]=1. Procedure: Prepared by the same method as for 4-hydroxy-6-(2-phenylethyl)pyridazin-3(2H)-one (Example 1) from 3,4-bis(benzyloxy)-6-((2-chlorophenyl)ethynyl)pyridazine (Intermediate 35) except that the solvent used for the hydrogenation was ethyl acetate and the final material was recrystallised from a mixture of ethyl acetate and heptane Starting materials: BrC=1C=NC=C(C1)Br (3,5-dibromo-pyridine), ClC=1C=C(C=CC1)B(O)O (3-chlorophenylboronic acid). The product is BrC=1C=NC=C(C1)C1=CC(=CC=C1)Cl (3-Bromo-5-(3-chloro-phenyl)-pyridine). Reaction SMILES: Br[C:2]1[CH:3]=[N:4][CH:5]=[C:6]([Br:8])[CH:7]=1.[Cl:9][C:10]1[CH:11]=[C:12](B(O)O)[CH:13]=[CH:14][CH:15]=1>>[Br:8][C:6]1[CH:5]=[N:4][CH:3]=[C:2]([C:14]2[CH:13]=[CH:12][CH:11]=[C:10]([Cl:9])[CH:15]=2)[CH:7]=1. Procedure details: Prepared according to the procedure described in Example 1, Step 10, using 3,5-dibromo-pyridine and 3-chlorophenylboronic acid. Starting materials: O=C([O-])[O-], COC(=O)C(C)(C)Br, O=Cc1cc(Cl)cnc1O, [Cs+], [Cs+], CN(C)C=O, O. Yields the product COC(=O)C(C)(C)Oc1ncc(Cl)cc1C=O. As a reaction SMILES: [C:19](=[O:20])([O-:21])[O-:22].[CH3:11][O:12][C:13]([C:14]([CH3:15])([CH3:16])[Br:17])=[O:18].[Cl:1][c:2]1[cH:3][c:4]([CH:9]=[O:10])[c:5]([OH:8])[n:6][cH:7]1.[Cs+:23].[Cs+:24].[O:26]=[CH:27][N:28]([CH3:29])[CH3:30].[OH2:25]>>[Cl:1][c:2]1[cH:3][c:4]([CH:9]=[O:10])[c:5]([O:8][C:14]([C:13]([O:12][CH3:11])=[O:18])([CH3:15])[CH3:16])[n:6][cH:7]1. The reactants are COC(=O)c1cnc(N2CCc3[nH]c4ccc(-c5ccc(CN6CCN(C)CC6)o5)cc4c3C2)nc1, CO, ClCCl, NO, [Na+], [OH-], O. Yields the product CN1CCN(Cc2ccc(-c3ccc4[nH]c5c(c4c3)CN(c3ncc(C(=O)NO)cn3)CC5)o2)CC1. RXN SMILES: [CH3:1][O:2][C:3](=[O:4])[c:5]1[cH:6][n:7][c:8]([N:11]2[CH2:12][c:13]3[c:14]([nH:15][c:16]4[cH:17][cH:18][c:19](-[c:22]5[o:23][c:24]([CH2:27][N:28]6[CH2:29][CH2:30][N:31]([CH3:34])[CH2:32][CH2:33]6)[cH:25][cH:26]5)[cH:20][c:21]34)[CH2:35][CH2:36]2)[n:9][cH:10]1.[CH3:44][OH:45].[Cl:37][CH2:38][Cl:39].[NH2:40][OH:41].[Na+:43].[OH-:42].[OH2:46]>>[C:3](=[O:4])([c:5]1[cH:6][n:7][c:8]([N:11]2[CH2:12][c:13]3[c:14]([nH:15][c:16]4[cH:17][cH:18][c:19](-[c:22]5[o:23][c:24]([CH2:27][N:28]6[CH2:29][CH2:30][N:31]([CH3:34])[CH2:32][CH2:33]6)[cH:25][cH:26]5)[cH:20][c:21]34)[CH2:35][CH2:36]2)[n:9][cH:10]1)[NH:40][OH:41]. Procedure details: 3-amino-1-methylpyrrolidin-2-one, DMA, 140° C. microwave; (b) LiOH, THF, microwave, 120° C. (c) EDCI, HOAt, iPr2NEt, DCM-DMF (2:1). RXN SMILES: N[CH:2]1CCN(C)[C:3]1=[O:8].Cl[C:10]1C=C2C(B3OC(C)(C)C(C)(C)O3)=CN(S(C3C=CC(C)=CC=3)(=O)=O)C2=NC=1.[Cl:38][C:39]1[CH:40]=[C:41]2[C:47]([C:48]3[N:53]=[C:52](S(C)=O)[C:51]([F:57])=[CH:50][N:49]=3)=[CH:46][N:45](S(C3C=CC(C)=CC=3)(=O)=O)[C:42]2=[N:43][CH:44]=1.[CH:68]1[CH:73]=N[C:71]2N(O)[N:75]=[N:76][C:70]=2[CH:69]=1.CCN(C(C)C)C(C)C>C(Cl)Cl.CN(C=O)C.C1COCC1.CC(N(C)C)=O>[Cl:38][C:39]1[CH:40]=[C:41]2[C:47]([C:48]3[N:53]=[C:52]([NH:75][N:76]4[C:70]([CH3:10])([CH3:71])[CH2:69][CH2:68][CH2:73][CH2:2][C:3]4=[O:8])[C:51]([F:57])=[CH:50][N:49]=3)=[CH:46][NH:45][C:42]2=[N:43][CH:44]=1 |f:5.6|. Starting materials: ClC=1C=C2C(=NC1)N(C=C2B2OC(C(O2)(C)C)(C)C)S(=O)(=O)C2=CC=C(C=C2)C (5-chloro-1-(p-tolylsulfonyl)-3-(4,4,5,5-tetramethyl-1,3,2-dioxaborolan-2-yl)pyrrolo[2,3-b]pyridine), ClC=1C=C2C(=NC1)N(C=C2C2=NC=C(C(=N2)S(=O)C)F)S(=O)(=O)C2=CC=C(C=C2)C (5-chloro-3-(5-fluoro-4-methylsulfinyl-pyrimidin-2-yl)-1-(p-tolylsulfonyl)pyrrolo[2,3-b]pyridine), C1=CC2=C(N=C1)N(N=N2)O (HOAt), CCN(C(C)C)C(C)C (iPr2NEt), NC1C(N(CC1)C)=O (3-amino-1-methylpyrrolidin-2-one). Solvent: C(Cl)Cl.CN(C)C=O (DCM DMF), C1CCOC1 (THF), CC(=O)N(C)C (DMA). Product: ClC=1C=C2C(=NC1)NC=C2C2=NC=C(C(=N2)NN2C(CCCCC2(C)C)=O)F ((2-(5-chloro-1H-pyrrolo[2,3-b]pyridin-3-yl)-5-fluoropyrimidin-4-ylamino)-7,7-dimethylazepan-2-one). Starting materials: O=C(CBr)OCc1ccccc1, CN(C)C=O, [H-], [Na+], CCOC(=O)c1cc2ccccc2[nH]1. Yields the product CCOC(=O)c1cc2ccccc2n1CC(=O)OCc1ccccc1. Reaction SMILES: [Br:17][CH2:18][C:19](=[O:20])[O:21][CH2:22][c:23]1[cH:24][cH:25][cH:26][cH:27][cH:28]1.[CH3:29][N:30]([CH3:31])[CH:32]=[O:33].[H-:15].[Na+:16].[nH:1]1[c:2]([C:10](=[O:11])[O:12][CH2:13][CH3:14])[cH:3][c:4]2[cH:5][cH:6][cH:7][cH:8][c:9]12>>[n:1]1([CH2:18][C:19](=[O:20])[O:21][CH2:22][c:23]2[cH:24][cH:25][cH:26][cH:27][cH:28]2)[c:2]([C:10](=[O:11])[O:12][CH2:13][CH3:14])[cH:3][c:4]2[cH:5][cH:6][cH:7][cH:8][c:9]12. The reactants are FC=1C=C(C=C(C1)F)CC(=O)O (3,5-difluorophenylacetic acid), solid, Cl.N[C@@H](C)C(=O)C1(C(N(C2=C(N(C1=O)CC1CC1)C=CC=C2)CC2CC2)=O)N (3-(L-Alaninyl)-amino-2,4-dioxo-1,5-bis-(cyclopropylmethyl)-2,3,4,5-tetrahydro-1H-1,5-benzodiazepine Hydrochloride). Yields the product FC=1C=C(C=C(C1)F)CC(=O)N[C@@H](C)C(=O)C1(C(N(C2=C(N(C1=O)CC1CC1)C=CC=C2)CC2CC2)=O)N (3-[N′-(3,5-Difluorophenylacetyl)-L-alaninyl]-amino-2,4-dioxo-1,5-bis-(cyclopropylmethyl)-2,3,4,5-tetrahydro-1H-1,5-benzodiazepine). As a reaction SMILES: [F:1][C:2]1[CH:3]=[C:4]([CH2:9][C:10]([OH:12])=O)[CH:5]=[C:6]([F:8])[CH:7]=1.Cl.[NH2:14][C@H:15]([C:17]([C:19]1([NH2:40])[C:25](=[O:26])[N:24]([CH2:27][CH:28]2[CH2:30][CH2:29]2)[C:23]2[CH:31]=[CH:32][CH:33]=[CH:34][C:22]=2[N:21]([CH2:35][CH:36]2[CH2:38][CH2:37]2)[C:20]1=[O:39])=[O:18])[CH3:16]>>[F:8][C:6]1[CH:5]=[C:4]([CH2:9][C:10]([NH:14][C@H:15]([C:17]([C:19]2([NH2:40])[C:25](=[O:26])[N:24]([CH2:27][CH:28]3[CH2:29][CH2:30]3)[C:23]3[CH:31]=[CH:32][CH:33]=[CH:34][C:22]=3[N:21]([CH2:35][CH:36]3[CH2:38][CH2:37]3)[C:20]2=[O:39])=[O:18])[CH3:16])=[O:12])[CH:3]=[C:2]([F:1])[CH:7]=1 |f:1.2|. Reported procedure: Following General Procedure I above using 3,5-difluorophenylacetic acid (Lancaster) and 3-(L-alaninyl)-amino-2,4-dioxo-1,5-bis-(cyclopropylmethyl)-2,3,4,5-tetrahydro-1H-1,5-benzodiazepine hydrochloride (Example 8-U), the title compound was prepared as a white solid (melting point=211-212° C.). Purification was by flash chromatography eluting with CH2Cl2/EtOAc (1:1 gradient to 2:3). Rf=0.44 (CH2Cl2/EtOAc, 1:1). The reactants are ClC1=NC(=NS1)SC (5-chloro-3-methylthio-1,2,4-thiadiazole), C[Si](C)(C)Cl (trimethylsilyl chloride), CC1C(CCCC1)I (2-methylcyclohexyl iodide), BrCCBr (1,2-dibromoethane). Reagents/catalysts: [Zn] (zinc), C1(=CC=CC=C1)P([C-]1C=CC=C1)C1=CC=CC=C1.[C-]1(C=CC=C1)P(C1=CC=CC=C1)C1=CC=CC=C1.[Fe+2] (1,1′-bis(diphenylphosphino)ferrocene). The solvent is O1CCCC1 (tetrahydrofurane). Reaction conditions: time 6 hour. Product: CC1C(CCCC1)C1=NC(=NS1)SC (5-(2-methylcyclohexyl)-3-methylthio-1,2,4-thiadiazole). Yield: 27.6%. Reaction SMILES: BrCCBr.C[Si](Cl)(C)C.[CH3:10][CH:11]1[CH2:16][CH2:15][CH2:14][CH2:13][CH:12]1I.Cl[C:19]1[S:23][N:22]=[C:21]([S:24][CH3:25])[N:20]=1>[Zn].C1(P(C2C=CC=CC=2)[C-]2C=CC=C2)C=CC=CC=1.[C-]1(P(C2C=CC=CC=2)C2C=CC=CC=2)C=CC=C1.[Fe+2].O1CCCC1>[CH3:10][CH:11]1[CH2:16][CH2:15][CH2:14][CH2:13][CH:12]1[C:19]1[S:23][N:22]=[C:21]([S:24][CH3:25])[N:20]=1 |f:5.6.7|. Procedure details: 583 mg of zinc powder and 83 mg of 1,2-dibromoethane was added into 9 ml of tetrahydrofurane under nitrogen atmosphere and the mixture was refluxed for 1 minute. After cooling to room temperature, 49 mg of trimethylsilyl chloride and 3.0 g of 2-methylcyclohexyl iodide were added to the mixture, and the mixture was stirred for 6 hours at room temperature. Further, 1.49 g of 5-chloro-3-methylthio-1,2,4-thiadiazole and 109 mg of {1,1′-bis(diphenylphosphino)ferrocene} dichloro palladium(II) dichloro... Starting materials: [H-].[Na+] (sodium hydride), solution, ClC1=NC=NC(=C1)Cl (4,6-dichloropyrimidine), [H-].[Na+] (sodium hydride), [Cl-].[NH4+] (ammonium chloride), C(C#CC)O (2-butyn-1-ol), solution, ClC(CO)(Cl)Cl (2,2,2-trichloro ethanol), solution. Solvent: O1CCCC1 (tetrahydrofuran), O1CCCC1 (tetrahydrofuran). Reaction conditions: time 10 minute. Yields the product C(C#CC)OC1=NC=NC(=C1)OCC(Cl)(Cl)Cl (4-(2-butynyloxy)-6-(2,2,2-trichloroethyloxy)pyrimidine). The yield is 33.7%. RXN SMILES: [H-].[Na+].[Cl:3][C:4]([Cl:8])([Cl:7])[CH2:5][OH:6].Cl[C:10]1[CH:15]=[C:14](Cl)[N:13]=[CH:12][N:11]=1.[CH2:17]([OH:21])[C:18]#[C:19][CH3:20].[Cl-].[NH4+]>O1CCCC1>[CH2:17]([O:21][C:10]1[CH:15]=[C:14]([O:6][CH2:5][C:4]([Cl:8])([Cl:7])[Cl:3])[N:13]=[CH:12][N:11]=1)[C:18]#[C:19][CH3:20] |f:0.1,5.6|. Reported procedure: In 4 ml of tetrahydrofuran was suspended 0.11 g of sodium hydride (60% in oil), to which 0.4 ml of a solution containing 0.30 g of 2,2,2-trichloro ethanol was added dropwise at 0° C., followed by stirring for 10 minutes. To this was added dropwise 0.4 ml of a solution containing 0.30 g of 4,6-dichloropyrimidine in tetrahydrofuran, followed by stirring at the same temperature for 2 hours. To this was added dropwise 0.4 ml of a solution containing 0.17 g of 2-butyn-1-ol at room temperature and fur...